From a dataset of the Open Reaction Database (ORD), a public repository of structured organic reaction records. describe an organic reaction: reactants, conditions, products, and yield The solvent is C1(=CC=CC=C1)C (toluene). Starting materials: BrC=1C2=CC=CC=C2C(=C2C=CC=CC12)C1=CC2=CC=CC=C2C=C1 (9-bromo-10-(naphthalene-2-yl)anthracene), CC1(C=C(C=C2C=C3C(C=C4C5=CC=CC=C5C5=CC=CC=C5C4=C3)=C12)B1OC(C(O1)(C)C)(C)C)C (2-(10,10-dimethyl-10H-indeno[1,2-b]triphenylen-12-yl)-4,4,5,5-tetramethyl-1,3,2-dioxaborolane), C(=O)([O-])[O-].[Na+].[Na+] (Na2CO3), CCO (EtOH). The yield is 53.0%. Yields the product CC1(C=C(C=C2C=C3C(C=C4C5=CC=CC=C5C5=CC=CC=C5C4=C3)=C12)C=1C2=CC=CC=C2C(=C2C=CC=CC12)C1=CC2=CC=CC=C2C=C1)C (10,10-dimethyl-12-(10-(naphthalen-2-yl)anthracen-9-yl)-10H-indeno[1,2-b]triphenylene). RXN SMILES: Br[C:2]1[C:3]2[C:8]([C:9]([C:16]3[CH:25]=[CH:24][C:23]4[C:18](=[CH:19][CH:20]=[CH:21][CH:22]=4)[CH:17]=3)=[C:10]3[C:15]=1[CH:14]=[CH:13][CH:12]=[CH:11]3)=[CH:7][CH:6]=[CH:5][CH:4]=2.[CH3:26][C:27]1([CH3:61])[C:51]2[C:31]([CH:32]=[C:33]3[CH:50]=[C:49]4[C:36]([C:37]5[C:42]([C:43]6[C:48]4=[CH:47][CH:46]=[CH:45][CH:44]=6)=[CH:41][CH:40]=[CH:39][CH:38]=5)=[CH:35][C:34]3=2)=[CH:30][C:29](B2OC(C)(C)C(C)(C)O2)=[CH:28]1.C([O-])([O-])=O.[Na+].[Na+].CCO>C1C=CC([P]([Pd]([P](C2C=CC=CC=2)(C2C=CC=CC=2)C2C=CC=CC=2)([P](C2C=CC=CC=2)(C2C=CC=CC=2)C2C=CC=CC=2)[P](C2C=CC=CC=2)(C2C=CC=CC=2)C2C=CC=CC=2)(C2C=CC=CC=2)C2C=CC=CC=2)=CC=1.C1(C)C=CC=CC=1>[CH3:61][C:27]1([CH3:26])[C:51]2[C:31]([CH:32]=[C:33]3[CH:50]=[C:49]4[C:36]([C:37]5[C:42]([C:43]6[C:48]4=[CH:47][CH:46]=[CH:45][CH:44]=6)=[CH:41][CH:40]=[CH:39][CH:38]=5)=[CH:35][C:34]3=2)=[CH:30][C:29]([C:2]2[C:3]3[C:8]([C:9]([C:16]4[CH:25]=[CH:24][C:23]5[C:18](=[CH:19][CH:20]=[CH:21][CH:22]=5)[CH:17]=4)=[C:10]4[C:15]=2[CH:14]=[CH:13][CH:12]=[CH:11]4)=[CH:7][CH:6]=[CH:5][CH:4]=3)=[CH:28]1 |f:2.3.4,^1:74,76,95,114|. Reaction conditions: temperature 90 celsius. Reagents/catalysts: C=1C=CC(=CC1)[P](C=2C=CC=CC2)(C=3C=CC=CC3)[Pd]([P](C=4C=CC=CC4)(C=5C=CC=CC5)C=6C=CC=CC6)([P](C=7C=CC=CC7)(C=8C=CC=CC8)C=9C=CC=CC9)[P](C=1C=CC=CC1)(C=1C=CC=CC1)C=1C=CC=CC1 (Tetrakis(triphenylphosphine)palladium). Procedure: A mixture of 6.6 g (17.2 mmol) of 9-bromo-10-(naphthalene-2-yl)anthracene, 8.1 g (17.2 mmol) of 2-(10,10-dimethyl-10H-indeno[1,2-b]triphenylen-12-yl)-4,4,5,5-tetramethyl-1,3,2-dioxaborolane, 0.2 g (0.172 mmol) of Tetrakis(triphenylphosphine)palladium, 13 ml of 2M Na2CO3, 30 ml of EtOH and 100 ml toluene was degassed and placed under nitrogen, and then heated at 90° C. for 24 h. After the reaction finish, the mixture was allowed to cool to room temperature. Than 500 ml MeOH was added, while stirr... Reactants: FC(C(=O)O)(F)F.C1(=CC=CC=C1)C(CNC1=C2N=CN(C2=NC(=N1)N1C[C@@H](CC1)NC(=O)N[C@H]1CNCC1)[C@H]1[C@@H]([C@@H]([C@H](C1)NC(CC)=O)O)O)C1=CC=CC=C1 (N-((1S,2R,3S,4R)-4-{6-(2,2-Diphenyl-ethylamino)-2-[(R)-3-((R)-3-pyrrolidin-3-ylureido)-pyrrolidin-1-yl]-purin-9-yl}-2,3-dihydroxy-cyclopentyl)-propionamide trifluoroacetate), CCN(C(C)C)C(C)C (DIPEA), C(C1=CC=C(C(=O)Cl)C=C1)(=O)Cl (terephthaloyl chloride). Solvent: CN1CCCC1=O (NMP), CN1CCCC1=O (NMP). Run at time 1 hour. Yields the product C(=O)(C(F)(F)F)O (TFA), FC(C(=O)O)(F)F.O[C@H]1[C@@H](C[C@@H]([C@H]1O)NC(CC)=O)N1C2=NC(=NC(=C2N=C1)NCC(C1=CC=CC=C1)C1=CC=CC=C1)N1C[C@@H](CC1)NC(N[C@H]1CN(CC1)C(=O)C1=CC=C(C(=O)O)C=C1)=O (4-[(R)-3-(3-{(R)-1-[9-((1R,2S,3R,4S)-2,3-Dihydroxy-4-propionylamino-cyclopentyl)-6-(2,2-diphenyl-ethylamino)-9H-purin-2-yl]-pyrrolidin-3-yl}-ureido)-pyrrolidine-1-carbonyl]-benzoic acid trifluoroacetate). Reaction SMILES: [F:1][C:2]([F:7])([F:6])[C:3]([OH:5])=[O:4].[C:8]1([CH:14]([C:52]2[CH:57]=[CH:56][CH:55]=[CH:54][CH:53]=2)[CH2:15][NH:16][C:17]2[N:25]=[C:24]([N:26]3[CH2:30][CH2:29][C@@H:28]([NH:31][C:32]([NH:34][C@@H:35]4[CH2:39][CH2:38][NH:37][CH2:36]4)=[O:33])[CH2:27]3)[N:23]=[C:22]3[C:18]=2[N:19]=[CH:20][N:21]3[C@@H:40]2[CH2:44][C@H:43]([NH:45][C:46](=[O:49])[CH2:47][CH3:48])[C@@H:42]([OH:50])[C@H:41]2[OH:51])[CH:13]=[CH:12][CH:11]=[CH:10][CH:9]=1.CCN(C(C)C)C(C)C.[C:67](Cl)(=[O:77])[C:68]1[CH:76]=[CH:75][C:71]([C:72](Cl)=[O:73])=[CH:70][CH:69]=1>CN1C(=O)CCC1>[C:3]([OH:5])([C:2]([F:7])([F:6])[F:1])=[O:4].[F:1][C:2]([F:7])([F:6])[C:3]([OH:5])=[O:4].[OH:51][C@@H:41]1[C@H:42]([OH:50])[C@@H:43]([NH:45][C:46](=[O:49])[CH2:47][CH3:48])[CH2:44][C@H:40]1[N:21]1[CH:20]=[N:19][C:18]2[C:22]1=[N:23][C:24]([N:26]1[CH2:30][CH2:29][C@@H:28]([NH:31][C:32](=[O:33])[NH:34][C@@H:35]3[CH2:39][CH2:38][N:37]([C:67]([C:68]4[CH:76]=[CH:75][C:71]([C:72]([OH:4])=[O:73])=[CH:70][CH:69]=4)=[O:77])[CH2:36]3)[CH2:27]1)=[N:25][C:17]=2[NH:16][CH2:15][CH:14]([C:52]1[CH:53]=[CH:54][CH:55]=[CH:56][CH:57]=1)[C:8]1[CH:13]=[CH:12][CH:11]=[CH:10][CH:9]=1 |f:0.1,6.7|. Procedure details: A solution of N-((1S,2R,3S,4R)-4-{6-(2,2-diphenyl-ethylamino)-2-[(R)-3-((R)-3-pyrrolidin-3-ylureido)-pyrrolidin-1-yl]-purin-9-yl}-2,3-dihydroxy-cyclopentyl)-propionamide trifluoroacetate (step 1) (0.02 g, 29 μmol) DIPEA (0.0075 g, 58 μmol) in NMP (0.2 ml) is treated with a solution of terephthaloyl chloride (0.006 g, 14.5 μmol) in NMP (0.1 ml). After stirring at room temperature for 1 hour the reaction mixture is purified by C-18 reverse phase column chromatography eluting with acetonitrile:wate... Reactants: COC(COC1=C(C=C(C=C1)SCC1=CC=C(C=C1)OCC1=CC=C(C=C1)C(C)(C)C)C)=O ({4-[4-(4-tert-Butyl-benzyloxy)-benzylsulfanyl]-2-methyl-phenoxy}-acetic acid methyl ester), [K+].[Br-] (KBr). RXN SMILES: C[O:2][C:3](=[O:33])[CH2:4][O:5][C:6]1[CH:11]=[CH:10][C:9]([S:12][CH2:13][C:14]2[CH:19]=[CH:18][C:17]([O:20][CH2:21][C:22]3[CH:27]=[CH:26][C:25]([C:28]([CH3:31])([CH3:30])[CH3:29])=[CH:24][CH:23]=3)=[CH:16][CH:15]=2)=[CH:8][C:7]=1[CH3:32].[K+].[Br-]>>[C:28]([C:25]1[CH:26]=[CH:27][C:22]([CH2:21][O:20][C:17]2[CH:18]=[CH:19][C:14]([CH2:13][S:12][C:9]3[CH:10]=[CH:11][C:6]([O:5][CH2:4][C:3]([OH:33])=[O:2])=[C:7]([CH3:32])[CH:8]=3)=[CH:15][CH:16]=2)=[CH:23][CH:24]=1)([CH3:31])([CH3:29])[CH3:30] |f:1.2|. Yields the product C(C)(C)(C)C1=CC=C(COC2=CC=C(CSC3=CC(=C(OCC(=O)O)C=C3)C)C=C2)C=C1 ({4-[4-(4-tert-Butyl-benzyloxy)-benzylsulfanyl]-2-methyl-phenoxy}-acetic acid). Procedure: The title compound was prepared in the manner analogous to Example 1 using 34C. mp 135-137° C.; IR (KBr) cm−1: 2961, 2908, 1751, 1495, 1233, 1194; 400 MHz 1H NMR (DMSO-d6): δ 13.00 (br(s), 1H), 7.27-7.38 (m, 4H), 7.02-7.17 (m, 4H), 6.82-6.88 (m, 2H), 6.69 (d, 1H, J=8.5 Hz), 4.96 (s, 2H), 4.61 (s, 2H), 3.99 (s, 2H), 2.08 (s, 3H), 1.22 (s, 9H); MS m/z 451 (M+1). Anal. Calc'd for C27H30O4S: C, 71.97; H, 6.71. found: C, 71.66; H, 6.52. The reactants are C(C)(C)(C)OC(=O)N1CCC(CC1)OC1=CC(=C(C=C1)C1=NNC(CC1)=O)F (4-[3-fluoro-4-(6-oxo-1,4,5,6-tetrahydro-pyridazin-3-yl)-phenoxy]-piperidine-1-carboxylic acid tert-butyl ester). The solvent is FC(C(=O)O)(F)F (trifluoroacetic acid). Yields the product FC1=C(C=CC(=C1)OC1CCNCC1)C=1CCC(NN1)=O (6-[2-Fluoro-4-(piperidin-4-yloxy)-phenyl]-4,5-dihydro-2H-pyridazin-3-one). The yield is 144.2%. Reaction SMILES: C(OC([N:8]1[CH2:13][CH2:12][CH:11]([O:14][C:15]2[CH:20]=[CH:19][C:18]([C:21]3[CH2:26][CH2:25][C:24](=[O:27])[NH:23][N:22]=3)=[C:17]([F:28])[CH:16]=2)[CH2:10][CH2:9]1)=O)(C)(C)C>FC(F)(F)C(O)=O>[F:28][C:17]1[CH:16]=[C:15]([O:14][CH:11]2[CH2:12][CH2:13][NH:8][CH2:9][CH2:10]2)[CH:20]=[CH:19][C:18]=1[C:21]1[CH2:26][CH2:25][C:24](=[O:27])[NH:23][N:22]=1. Procedure: In a 10 mL round bottom flask, 4-[3-fluoro-4-(6-oxo-1,4,5,6-tetrahydro-pyridazin-3-yl)-phenoxy]-piperidine-1-carboxylic acid tert-butyl ester (410 mg, 1.0 mmol) in trifluoroacetic acid (3 mL) was stirred 2 h. The solvent concentrated under vacuum to produce 420 mg (100%) of the salt as an oil. MS m/z=292 (M+H). The reactants are C(C(F)(F)F)(OC(F)F)Cl (isoflurane), Cl (HCl), C(C(F)(F)F)(OC(F)F)F (desflurane), C(C(F)(F)F)(OC(F)F)Cl (isoflurane). The reagents and catalysts are O=[Cr]O[Cr]=O (chromia). The product is C(C(F)(F)F)(OC(F)F)F.F (Desflurane Hydrogen Fluoride). RXN SMILES: C(Cl)(OC(F)F)C(F)(F)[F:3].Cl.[CH:12]([F:21])([O:17][CH:18]([F:20])[F:19])[C:13]([F:16])([F:15])[F:14]>O=[Cr]O[Cr]=O>[CH:12]([F:21])([O:17][CH:18]([F:20])[F:19])[C:13]([F:16])([F:15])[F:14].[FH:3] |f:4.5|. Procedure details: A 6-ft×2-inch tube was charged with chromia catalyst and isoflurane and 5 mole equivalents of HF were introduced in vapor form at a pressure of 150 psig. The by-product HCl, desflurane, unreacted isoflurane and unreacted HF that exited the tube were collected and distilled at 150 psig to remove HCl. After HCl was removed, the reaction mixture was heated at total reflux. At a pressure of 150 psig, the material collected overhead at 82° C. was the desflurane/hydrogen fluoride azeotrope. The compos... Reactants: C(C1=CC=CC=C1)OCCOC(=O)Cl (2-benzyloxyethylchloroformate), S1C=NC(=C1)C=1NC2=C(N1)C=CC=C2 (2(4-thiazolyl)-benzimidazole), Cl.N1=CC=CC=C1 (pyridine hydrochloride). Solvent: N1=CC=CC=C1 (pyridine). Conditions: time 30 minute. Yields the product C(C1=CC=CC=C1)OCCOC(=O)N1C(=NC2=C1C=CC=C2)C=2N=CSC2 (1-(2-benzyloxyethoxycarbonyl)-2-(4-thiazolyl)-benzimidazole). RXN SMILES: [CH2:1]([O:8][CH2:9][CH2:10][O:11][C:12](Cl)=[O:13])[C:2]1[CH:7]=[CH:6][CH:5]=[CH:4][CH:3]=1.[S:15]1[CH:19]=[C:18]([C:20]2[NH:21][C:22]3[CH:28]=[CH:27][CH:26]=[CH:25][C:23]=3[N:24]=2)[N:17]=[CH:16]1.Cl.N1C=CC=CC=1>N1C=CC=CC=1>[CH2:1]([O:8][CH2:9][CH2:10][O:11][C:12]([N:24]1[C:23]2[CH:25]=[CH:26][CH:27]=[CH:28][C:22]=2[N:21]=[C:20]1[C:18]1[N:17]=[CH:16][S:15][CH:19]=1)=[O:13])[C:2]1[CH:7]=[CH:6][CH:5]=[CH:4][CH:3]=1 |f:2.3|. Procedure details: 32.2 G. (150 mmoles) of 2-benzyloxyethylchloroformate is added dropwise with protection from moisture to a stirred suspension of 30.1 g. (150 mmoles) of 2(4-thiazolyl)-benzimidazole in 200 ml. of pyridine. The addition is complete in 30 minutes whereupon all of the starting material is dissolved and pyridine hydrochloride begins to precipitate. The reaction mixture is stirred at room temperature for 15 1/2 hours and filtered to remove pyridine hydrochloride. The solid material is washed with a s... Starting materials: O=C(N=C=S)c1ccccc1, CC(C)=O, Nc1nc(-c2ccc3c(c2)CCCC3)cs1. The product is O=C(NC(=S)Nc1nc(-c2ccc3c(c2)CCCC3)cs1)c1ccccc1. RXN SMILES: [C:17]([c:18]1[cH:19][cH:20][cH:21][cH:22][cH:23]1)(=[O:24])[N:25]=[C:26]=[S:27].[CH3:28][C:29](=[O:30])[CH3:31].[NH2:1][c:2]1[s:3][cH:4][c:5](-[c:7]2[cH:8][c:9]3[c:14]([cH:15][cH:16]2)[CH2:13][CH2:12][CH2:11][CH2:10]3)[n:6]1>>[NH:1]([c:2]1[s:3][cH:4][c:5](-[c:7]2[cH:8][c:9]3[c:14]([cH:15][cH:16]2)[CH2:13][CH2:12][CH2:11][CH2:10]3)[n:6]1)[C:26]([NH:25][C:17]([c:18]1[cH:19][cH:20][cH:21][cH:22][cH:23]1)=[O:24])=[S:27].